From a dataset of the Open Reaction Database (ORD), a public repository of structured organic reaction records. describe an organic reaction: reactants, conditions, products, and yield Reactants: O1C(=CC=C1)C(=O)C1=C(C=C2C(=C1)OCO2)CC(=O)OC (methyl 2-(2-furoyl)-4,5-methylenedioxyphenylacetate), O.NN (hydrazine hydrate), C(C)(=O)O (acetic acid). The solvent is C(C)O (ethanol). The product is O1C(=CC=C1)C1=NNC(CC2=C1C=C1C(=C2)OCO1)=O (1-(2-Furyl)-7,8-methylenedioxy-3,5-dihydro-2,3-benzodiazepin-4(4H)-one). As a reaction SMILES: [O:1]1[CH:5]=[CH:4][CH:3]=[C:2]1[C:6]([C:8]1[CH:13]=[C:12]2[O:14][CH2:15][O:16][C:11]2=[CH:10][C:9]=1[CH2:17][C:18]([O:20]C)=O)=O.O.[NH2:23][NH2:24].C(O)(=O)C>C(O)C>[O:1]1[CH:5]=[CH:4][CH:3]=[C:2]1[C:6]1[C:8]2[CH:13]=[C:12]3[O:14][CH2:15][O:16][C:11]3=[CH:10][C:9]=2[CH2:17][C:18](=[O:20])[NH:24][N:23]=1 |f:1.2|. Procedure: The title compound was prepared from methyl 2-(2-furoyl)-4,5-methylenedioxyphenylacetate (120 mg, 0.42 mmol), hydrazine hydrate (70 μL, 1.2 mmol), and acetic acid (50 μL) in ethanol (20 mL) as a light yellow solid (37 mg, 33%), mp: 234°-236° C. 1H NMR (CDCl3) 8.50 (s, 1H), 7.60 (m, 1H), 7.00 (s, 1H), 6.82 (s, 1H), 6.71 (m, 1H), 6.54 (m, 1H), 6.06 (s, 2H), 3.44 (s, 2H). Anal. Calcd. for C14H10N2O4 : C, 62.22; H, 3.73; N, 10.37. Found: C, 62.07; H, 3.63; N,10.11.